This data is from the Open Reaction Database (ORD), a public repository of structured organic reaction records. The task is: describe an organic reaction: reactants, conditions, products, and yield The reactants are COC1=CC2=C(CC(N(CC2)CCCCl)=O)C=C1OC (3-(7,8-dimethoxy-1,3,4,5-tetrahydro-2H-3-benzazepin-2-on-3-yl)-1-chloropropane), COC=1C=C(C=CC1OC)NCCCN (3-(3,4-dimethoxyphenylamino)-propylamine). The product is COC1=CC2=C(CC(N(CC2)CCCNCCCNC2=CC(=C(C=C2)OC)OC)=O)C=C1OC (N-[3-(7,8-Dimethoxy-1,3,4,5-tetrahydro-2H-3-benzazepin-2-on-3-yl)-propyl]-3-(3,4-dimethoxyphenylamino)-propylamine). Reaction SMILES: [CH3:1][O:2][C:3]1[C:18]([O:19][CH3:20])=[CH:17][C:6]2[CH2:7][C:8](=[O:16])[N:9]([CH2:12][CH2:13][CH2:14]Cl)[CH2:10][CH2:11][C:5]=2[CH:4]=1.[CH3:21][O:22][C:23]1[CH:24]=[C:25]([NH:31][CH2:32][CH2:33][CH2:34][NH2:35])[CH:26]=[CH:27][C:28]=1[O:29][CH3:30]>>[CH3:1][O:2][C:3]1[C:18]([O:19][CH3:20])=[CH:17][C:6]2[CH2:7][C:8](=[O:16])[N:9]([CH2:12][CH2:13][CH2:14][NH:35][CH2:34][CH2:33][CH2:32][NH:31][C:25]3[CH:26]=[CH:27][C:28]([O:29][CH3:30])=[C:23]([O:22][CH3:21])[CH:24]=3)[CH2:10][CH2:11][C:5]=2[CH:4]=1. Procedure: The title compound is prepared from 3-(7,8-dimethoxy-1,3,4,5-tetrahydro-2H-3-benzazepin-2-on-3-yl)-1-chloropropane and 3-(3,4-dimethoxyphenylamino)-propylamine analogously to Example 1. M.p.: 206°-212° C. (decomp.)